From a dataset of the Open Reaction Database (ORD), a public repository of structured organic reaction records. describe an organic reaction: reactants, conditions, products, and yield Starting materials: BrC1=CC=C(C=N1)C(=O)N1CCN(CC1)C1=NC=C(C=C1C)C ((6-bromopyridin-3-yl)[4-(3,5-dimethylpyridin-2-yl)piperazin-1-yl]methanone), CC=1C(=NC=C(C1)C)N1CCN(CC1)C(=O)C=1C=CC(=NC1)N1C(N(C(C1CC)=O)CC1=CC=C(C=C1)OC)=O (1-{5-[4-(3,5-dimethylpyridin-2-yl)piperazine-1-carbonyl]pyridin-2-yl}-5-ethyl-3-(4-methoxybenzyl)imidazolidine-2,4-dione), C(C)C1C(N(C(N1)=O)CC1=CC=C(C=C1)OC)=O (5-ethyl-3-(4-methoxybenzyl)imidazolidine-2,4-dione). Product: CC=1C(=NC=C(C1)C)N1CCN(CC1)C(=O)C=1C=CC(=NC1)N1C(NC(C1CC)=O)=O (1-{5-[4-(3,5-dimethylpyridin-2-yl)piperazine-1-carbonyl]pyridin-2-yl}-5-ethylimidazolidine-2,4-dione). RXN SMILES: BrC1N=CC(C(N2CCN(C3C(C)=CC(C)=CN=3)CC2)=O)=CC=1.C(C1NC(=O)N(CC2C=CC(OC)=CC=2)C1=O)C.[CH3:42][C:43]1[C:44]([N:50]2[CH2:55][CH2:54][N:53]([C:56]([C:58]3[CH:59]=[CH:60][C:61]([N:64]4[CH:68]([CH2:69][CH3:70])[C:67](=[O:71])[N:66](CC5C=CC(OC)=CC=5)[C:65]4=[O:81])=[N:62][CH:63]=3)=[O:57])[CH2:52][CH2:51]2)=[N:45][CH:46]=[C:47]([CH3:49])[CH:48]=1>>[CH3:42][C:43]1[C:44]([N:50]2[CH2:51][CH2:52][N:53]([C:56]([C:58]3[CH:59]=[CH:60][C:61]([N:64]4[CH:68]([CH2:69][CH3:70])[C:67](=[O:71])[NH:66][C:65]4=[O:81])=[N:62][CH:63]=3)=[O:57])[CH2:54][CH2:55]2)=[N:45][CH:46]=[C:47]([CH3:49])[CH:48]=1. Procedure: Using (6-bromopyridin-3-yl)[4-(3,5-dimethylpyridin-2-yl)piperazin-1-yl]methanone (300 mg) described in Preparation Example 127 and 5-ethyl-3-(4-methoxybenzyl)imidazolidine-2,4-dione (176 mg) described in Preparation Example 207 and by the reaction and treatment in the same manner as in Example 508, the title compound (153 mg) was obtained via 1-{5-[4-(3,5-dimethylpyridin-2-yl)piperazine-1-carbonyl]pyridin-2-yl}-5-ethyl-3-(4-methoxybenzyl)imidazolidine-2,4-dione. Starting materials: CN(C)C=O, CCN(CC)C(=O)CCl, [I-], [Na+], O, O=C(O)c1ccc(O)cc1. Product: CCN(CC)C(=O)COC(=O)c1ccc(O)cc1. As a reaction SMILES: [CH3:23][N:24]([CH3:25])[CH:26]=[O:27].[Cl:11][CH2:12][C:13](=[O:14])[N:15]([CH2:16][CH3:17])[CH2:18][CH3:19].[I-:21].[Na+:20].[OH2:22].[OH:1][C:2](=[O:3])[c:4]1[cH:5][cH:6][c:7]([OH:8])[cH:9][cH:10]1>>[O:1]([C:2](=[O:3])[c:4]1[cH:5][cH:6][c:7]([OH:8])[cH:9][cH:10]1)[CH2:12][C:13](=[O:14])[N:15]([CH2:16][CH3:17])[CH2:18][CH3:19]. Starting materials: C(C)(C)(C)OC(=O)[C@H](C(=O)N1CCC=2C(=CC(=CC12)C1=CC=NC=C1)C(=O)OC)CC1=CC=CC=C1 ((S)-Methyl 1-(2-(tert-butoxycarbonyl)-3-phenylpropanoyl)-6-(pyridin-4-yl)indoline-4-carboxylate), [Li+].[OH-] (LiOH), C1CCOC1 (THF). Run in O (water). Conditions: temperature 50 celsius, time 3 hour. The product is C(C)(C)(C)OC(=O)[C@H](C(=O)N1CCC=2C(=CC(=CC12)C1=CC=NC=C1)C(=O)O)CC1=CC=CC=C1 ((S)-1-(2-(tert-Butoxycarbonyl)-3-phenylpropanoyl)-6-(pyridin-4-yl)indoline-4-carboxylic acid). Isolated yield 47.4%. RXN SMILES: [C:1]([O:5][C:6]([C@@H:8]([CH2:30][C:31]1[CH:36]=[CH:35][CH:34]=[CH:33][CH:32]=1)[C:9]([N:11]1[C:19]2[CH:18]=[C:17]([C:20]3[CH:25]=[CH:24][N:23]=[CH:22][CH:21]=3)[CH:16]=[C:15]([C:26]([O:28]C)=[O:27])[C:14]=2[CH2:13][CH2:12]1)=[O:10])=[O:7])([CH3:4])([CH3:3])[CH3:2].[Li+].[OH-].C1COCC1>O>[C:1]([O:5][C:6]([C@@H:8]([CH2:30][C:31]1[CH:32]=[CH:33][CH:34]=[CH:35][CH:36]=1)[C:9]([N:11]1[C:19]2[CH:18]=[C:17]([C:20]3[CH:21]=[CH:22][N:23]=[CH:24][CH:25]=3)[CH:16]=[C:15]([C:26]([OH:28])=[O:27])[C:14]=2[CH2:13][CH2:12]1)=[O:10])=[O:7])([CH3:4])([CH3:2])[CH3:3] |f:1.2|. Reported procedure: To a 20 ml vial were added (S)-methyl 1-(2-(tert-butoxycarbonyl)-3-phenylpropanoyl)-6-(pyridin-4-yl)indoline-4-carboxylate 54.8.A (900 mg, 1.8 mmole), LiOH)(376 mg, 9.0 mmole), 40 ml of THF, and 10 ml of water. The reaction was stirred at 50° C. for 3 hour at which time the solvent was removed by a stream of nitrogen. The crude product was purified using a silica gel column (eluting with 10% MeOH in DCM) to give (S)-1-(2-(tert-butoxycarbonyl)-3-phenylpropanoyl)-6-(pyridin-4-yl)indoline-4-carboxy... Starting materials: FC1=C(C=CC=C1)B(O)O (2-fluoro-phenylboronic acid), C(C)(=O)O[C@H]1[C@H](OC=2C=NC=C(C2)Br)SC[C@H]([C@@H]1OC(C)=O)OC(C)=O (5-bromo-3-pyridinyl 2,3,4-tri-O-acetyl-5-thio-β-D-xylo-pyranoside). Reaction SMILES: [F:1][C:2]1[CH:7]=[CH:6][CH:5]=[CH:4][C:3]=1B(O)O.C([O:14][C@@H:15]1[C@@H:28]([O:29]C(=O)C)[C@H:27]([O:33]C(=O)C)[CH2:26][S:25][C@H:16]1[O:17][C:18]1[CH:19]=[N:20][CH:21]=[C:22](Br)[CH:23]=1)(=O)C>>[O:17]([C:18]1[CH:19]=[N:20][CH:21]=[C:22]([C:3]2[CH:4]=[CH:5][CH:6]=[CH:7][C:2]=2[F:1])[CH:23]=1)[C@@H:16]1[S:25][CH2:26][C@@H:27]([OH:33])[C@H:28]([OH:29])[C@H:15]1[OH:14]. Yields the product O([C@H]1[C@H](O)[C@@H](O)[C@H](O)CS1)C=1C=NC=C(C1)C1=C(C=CC=C1)F (5-(2-fluorophenyl)-3-pyridinyl 5-thio-β-D-xylopyranoside), powder. Procedure details: By following a procedure analogous to Example 122 starting from 2-fluoro-phenylboronic acid and 5-bromo-3-pyridinyl 2,3,4-tri-O-acetyl-5-thio-β-D-xylo-pyranoside, 5-(2-fluorophenyl)-3-pyridinyl 5-thio-β-D-xylopyranoside is obtained in the form of a white powder (yield=51%). Yield: 51.0%. The reactants are Cc1ccn(C)n1, O=S(=O)(O)Cl, N, O. The product is Cc1nn(C)cc1S(N)(=O)=O. Reaction SMILES: [CH3:1][n:2]1[n:3][c:4]([CH3:7])[cH:5][cH:6]1.[Cl:8][S:9](=[O:10])(=[O:11])[OH:12].[NH3:13].[OH2:14]>>[CH3:1][n:2]1[n:3][c:4]([CH3:7])[c:5]([S:9](=[O:10])(=[O:12])[NH2:13])[cH:6]1. The reactants are NC1=C(C=CC=C1)S (2-amino-benzenethiol), COC1CCC(CC1)C(=O)O (4-methoxy-cyclohexanecarboxylic acid), COC=1C=CC(=CC1)P2(=S)SP(=S)(S2)C=3C=CC(=CC3)OC (Lawesson reagent). The solvent is C(Cl)Cl (DCM). The product is COC1CCC(CC1)C=1SC2=C(N1)C=CC=C2 (2-(4-methoxy-cyclohexyl)-benzothiazole). As a reaction SMILES: [NH2:1][C:2]1[CH:7]=[CH:6][CH:5]=[CH:4][C:3]=1[SH:8].[CH3:9][O:10][CH:11]1[CH2:16][CH2:15][CH:14]([C:17](O)=O)[CH2:13][CH2:12]1.COC1C=CC(P2(SP(C3C=CC(OC)=CC=3)(=S)S2)=S)=CC=1>C(Cl)Cl>[CH3:9][O:10][CH:11]1[CH2:16][CH2:15][CH:14]([C:17]2[S:8][C:3]3[CH:4]=[CH:5][CH:6]=[CH:7][C:2]=3[N:1]=2)[CH2:13][CH2:12]1. Reported procedure: A mixture of 2-amino-benzenethiol (796 mg, 6.32 mmol), 4-methoxy-cyclohexanecarboxylic acid (1.0 g, 6.32 mmol) and Lawesson reagent (889 mg, 2.2 mmol) was heated to 160˜190° C. for 1 h. Then the mixture was diluted with DCM (100 ml) and washed with 10% aqueous NaOH solution (2×10 mL), brine, and dried over Na2SO4. The organic layer was concentrated and purified by flash column chromatography to give 2-(4-methoxy-cyclohexyl)-benzothiazole which was used in the next step without further purificati... Reactants: C(C1=CC=CC=C1)OC(=O)C=1N=COC1CCNC([C@@H](N[C@@H](CCC1=CC=CC=C1)C(=O)OCC1=CC=CC=C1)CC1=CC=CC=C1)=O (4-benzyloxycarbonyl-5-{2-[N-((1S)-1-benzyloxycarbonyl-3-phenylpropyl)-(L)-phenylalanyl]aminoethyl}oxazole). The reagents and catalysts are [Pd] (palladium-black). The solvent is CN(C=O)C (dimethylformamide). The product is C(=O)(O)C=1N=COC1CCNC([C@@H](N[C@@H](CCC1=CC=CC=C1)C(=O)O)CC1=CC=CC=C1)=O (4-carboxy-5-{2-[N-((1S)-1-carboxy-3-phenylpropyl)-(L)-phenylalanyl]aminoethyl}oxazole). Yield: 84.8%. As a reaction SMILES: C([O:8][C:9]([C:11]1[N:12]=[CH:13][O:14][C:15]=1[CH2:16][CH2:17][NH:18][C:19](=[O:48])[C@H:20]([CH2:41][C:42]1[CH:47]=[CH:46][CH:45]=[CH:44][CH:43]=1)[NH:21][C@H:22]([C:31]([O:33]CC1C=CC=CC=1)=[O:32])[CH2:23][CH2:24][C:25]1[CH:30]=[CH:29][CH:28]=[CH:27][CH:26]=1)=[O:10])C1C=CC=CC=1>CN(C)C=O.[Pd]>[C:9]([C:11]1[N:12]=[CH:13][O:14][C:15]=1[CH2:16][CH2:17][NH:18][C:19](=[O:48])[C@H:20]([CH2:41][C:42]1[CH:47]=[CH:46][CH:45]=[CH:44][CH:43]=1)[NH:21][C@H:22]([C:31]([OH:33])=[O:32])[CH2:23][CH2:24][C:25]1[CH:30]=[CH:29][CH:28]=[CH:27][CH:26]=1)([OH:10])=[O:8]. Procedure details: 1.8 g of 4-benzyloxycarbonyl-5-{2-[N-((1S)-1-benzyloxycarbonyl-3-phenylpropyl)-(L)-phenylalanyl]aminoethyl}oxazole was subjected to catalytic hydrogenolysis in 50 ml of dimethylformamide in the presence of 100 mg of palladium-black at 3 atmospheric pressure for 5 hours. After removal of the catalyst by filtration, the solvent was removed. The crystals obtained were recrystallized from methanol to obtain 1.1 g of 4-carboxy-5-{2-[N-((1S)-1-carboxy-3-phenylpropyl)-(L)-phenylalanyl]aminoethyl}oxazol... Reactants: ice water, CN1CCC(CC1)NC1=C(C=CC=C1)C(C1=CC=CC=C1)=NCC(=O)OCC (ethyl 2-[[[2-(1-methyl-4-piperidinyl)aminophenyl](phenyl)methylen]amino]acetate), N (ammonia). Run in FC(C(=O)O)(F)F (trifluoroacetic acid). The product is CN1CCC(CC1)N1C(CN=C(C2=C1C=CC=C2)C2=CC=CC=C2)=O (1-(1-methyl-4-piperidinyl)-1,3-dihydro-5-phenyl-2H-1,4-benzodiazepin-2-one). The yield is 83.5%. As a reaction SMILES: [CH3:1][N:2]1[CH2:7][CH2:6][CH:5]([NH:8][C:9]2[CH:14]=[CH:13][CH:12]=[CH:11][C:10]=2[C:15](=[N:22][CH2:23][C:24]([O:26]CC)=O)[C:16]2[CH:21]=[CH:20][CH:19]=[CH:18][CH:17]=2)[CH2:4][CH2:3]1.N>FC(F)(F)C(O)=O>[CH3:1][N:2]1[CH2:3][CH2:4][CH:5]([N:8]2[C:9]3[CH:14]=[CH:13][CH:12]=[CH:11][C:10]=3[C:15]([C:16]3[CH:21]=[CH:20][CH:19]=[CH:18][CH:17]=3)=[N:22][CH2:23][C:24]2=[O:26])[CH2:6][CH2:7]1. Procedure: A solution of 379 mg of the above product 2 in 4 ml of trifluoroacetic acid is refluxed under heating for 16 hours. The reaction mixture is mixed with ice water, basified with ammonia and extracted with methylene chloride. The organic layer is washed with water, dried over anhydrous magnesium sulfate and concentrated. The residue is crystallized from ether-petroleum ether to give 278 mg of 1-(1-methyl-4-piperidinyl)-1,3-dihydro-5-phenyl-2H-1,4-benzodiazepin-2-one 3 as crystals melting at 158°-15...